Dataset: the Open Reaction Database (ORD), a public repository of structured organic reaction records. Task: describe an organic reaction: reactants, conditions, products, and yield Reactants: FC(C(=O)O)(F)F.ClC=1C=CC(=C(C1)C1=CC(=NC(=C1)N)N)OC (4-(5-chloro-2-methoxy-phenyl)-pyridine-2,6-diamine trifluoroacetic acid salt), C(=O)C1=CC=C(C=C1)B(O)O (4-formyl-phenylboronic acid). Product: NC1=CC(=CC(=N1)NC1=CC=C(C=O)C=C1)C1=C(C=CC(=C1)Cl)OC (4-[6-Amino-4-(5-chloro-2-methoxy-phenyl)-pyridin-2-ylamino]-benzaldehyde). The yield is 22.0%. RXN SMILES: FC(F)(F)C(O)=O.[Cl:8][C:9]1[CH:10]=[CH:11][C:12]([O:23][CH3:24])=[C:13]([C:15]2[CH:20]=[C:19]([NH2:21])[N:18]=[C:17]([NH2:22])[CH:16]=2)[CH:14]=1.[CH:25]([C:27]1[CH:32]=[CH:31][C:30](B(O)O)=[CH:29][CH:28]=1)=[O:26]>>[NH2:22][C:17]1[N:18]=[C:19]([NH:21][C:30]2[CH:31]=[CH:32][C:27]([CH:25]=[O:26])=[CH:28][CH:29]=2)[CH:20]=[C:15]([C:13]2[CH:14]=[C:9]([Cl:8])[CH:10]=[CH:11][C:12]=2[O:23][CH3:24])[CH:16]=1 |f:0.1|. Procedure details: Following the method described in Example 8, 4-(5-chloro-2-methoxy-phenyl)-pyridine-2,6-diamine trifluoroacetic acid salt and 4-formyl-phenylboronic acid provided the title compound (22% yield). 1H NMR (acetone-d6) δ3.85 (s, CH3), 5.51 (bs, 2H, NH2), 6.27 (d, 1H, J=1.1 Hz, Ar), 6.38 (d, 1H, J=1.1 Hz, Ar), 7.14 (d, 1H, J=8.8 Hz, Ar), 7.32 (d, 1H, J=2.7 Hz, Ar), 7.38 (dd, 1H, J=8.8 Hz, J=2.7 Hz, Ar), 7.78 (d, 2H, J=8.7 Hz, Ar), 7.96 (d, 2H, J=8.7 Hz, Ar), 8.59 (s, 1H, NH), 9.84 (s, 1H, CH). Starting materials: CC1CCCN1CCc1cc2cc(Br)ccc2[nH]1, O=C([O-])[O-], N#Cc1ccc(B(O)O)cc1, Cc1ccccc1, c1ccc(-c2ccccc2P(C2CCCCC2)C2CCCCC2)cc1, [Cs+], [Cs+], O. The product is CC1CCCN1CCc1cc2cc(-c3ccc(C#N)cc3)ccc2[nH]1. As a reaction SMILES: [Br:18][c:19]1[cH:20][c:21]2[cH:22][c:23]([CH2:28][CH2:29][N:30]3[CH:31]([CH3:35])[CH2:32][CH2:33][CH2:34]3)[nH:24][c:25]2[cH:26][cH:27]1.[C:1](=[O:2])([O-:3])[O-:4].[C:7](#[N:8])[c:9]1[cH:10][cH:11][c:12]([B:15]([OH:16])[OH:17])[cH:13][cH:14]1.[CH3:61][c:62]1[cH:63][cH:64][cH:65][cH:66][cH:67]1.[CH:36]1([P:37]([CH:38]2[CH2:39][CH2:40][CH2:41][CH2:42][CH2:43]2)[c:44]2[cH:45][cH:46][cH:47][cH:48][c:49]2-[c:50]2[cH:51][cH:52][cH:53][cH:54][cH:55]2)[CH2:56][CH2:57][CH2:58][CH2:59][CH2:60]1.[Cs+:5].[Cs+:6].[OH2:68]>>[C:7](#[N:8])[c:9]1[cH:10][cH:11][c:12](-[c:19]2[cH:20][c:21]3[cH:22][c:23]([CH2:28][CH2:29][N:30]4[CH:31]([CH3:35])[CH2:32][CH2:33][CH2:34]4)[nH:24][c:25]3[cH:26][cH:27]2)[cH:13][cH:14]1. The reactants are O=C(O)CCc1ccc2c(c1)CC(=O)N2, Cc1c(CCC(=O)O)c[nH]c1C=O, C1CCNCC1, CCO. The product is Cc1c(CCC(=O)O)c[nH]c1C=C1C(=O)Nc2ccc(CCC(=O)O)cc21. Reaction SMILES: [C:14](=[O:15])([OH:16])[CH2:17][CH2:18][c:19]1[cH:20][c:21]2[c:25]([cH:26][cH:27]1)[NH:24][C:23](=[O:28])[CH2:22]2.[C:1](=[O:2])([OH:3])[CH2:4][CH2:5][c:6]1[c:7]([CH3:13])[c:8]([CH:11]=[O:12])[nH:9][cH:10]1.[CH2:29]1[CH2:30][CH2:31][NH:32][CH2:33][CH2:34]1.[CH3:35][CH2:36][OH:37]>>[C:1](=[O:2])([OH:3])[CH2:4][CH2:5][c:6]1[c:7]([CH3:13])[c:8]([CH:11]=[C:22]2[c:21]3[cH:20][c:19]([CH2:18][CH2:17][C:14](=[O:15])[OH:16])[cH:27][cH:26][c:25]3[NH:24][C:23]2=[O:28])[nH:9][cH:10]1. The reactants are C(C)(C)(C)OC(=O)N1CC(NC(C1)C)C (3,5-Dimethylpiperazine-1-carboxylic acid tert-butyl ester), ClC1=NC=CC=N1 (2-chloropyrimidine). Solvent: O (Water). Reaction conditions: time 30 minute. The product is C(C)(C)(C)OC(=O)N1CC(N(C(C1)C)C1=NC=CC=N1)C (3,5-dimethyl-4-pyrimidin-2-ylpiperazine-1-carboxylic acid tert-butyl ester). Isolated yield 18.2%. As a reaction SMILES: [C:1]([O:5][C:6]([N:8]1[CH2:13][CH:12]([CH3:14])[NH:11][CH:10]([CH3:15])[CH2:9]1)=[O:7])([CH3:4])([CH3:3])[CH3:2].Cl[C:17]1[N:22]=[CH:21][CH:20]=[CH:19][N:18]=1>O>[C:1]([O:5][C:6]([N:8]1[CH2:13][CH:12]([CH3:14])[N:11]([C:17]2[N:22]=[CH:21][CH:20]=[CH:19][N:18]=2)[CH:10]([CH3:15])[CH2:9]1)=[O:7])([CH3:4])([CH3:2])[CH3:3]. Procedure details: 3,5-Dimethylpiperazine-1-carboxylic acid tert-butyl ester (1.676 g) and 2-chloropyrimidine (716 mg) were combined, melted in an oil bath at 120° C., and stirred for 5 hr 30 min. Water (10 ml) was added and the mixture was stirred, extracted with ethyl acetate (30 ml), and washed with saturated brine. The extract was dried over anhydrous sodium sulfate, and the solvent was evaporated. The obtained residue was purified by column chromatography (Yamazen HI-FLASH™ COLUMN size L, elution solvent: hex... Starting materials: CSC(C(=O)OC)(C)C1=CC(=CC=C1)C(C1=CC=CC=C1)(OC)OC (Methyl α-methylthio-α-[m-(α,α-dimethoxybenzyl)phenyl]-propionate). The reagents and catalysts are [Ni] (Raney nickel). Run in C(C)O (ethanol), C(C)O (ethanol). Run at time 1 hour. Yields the product COC(C1=CC=CC=C1)(OC)C=1C=C(C=CC1)C(C(=O)OC)C (methyl α-[m-(α,α-dimethoxybenzyl)phenyl]propionate). Isolated yield 86.4%. RXN SMILES: CS[C:3]([C:9]1[CH:14]=[CH:13][CH:12]=[C:11]([C:15]([O:24][CH3:25])([O:22][CH3:23])[C:16]2[CH:21]=[CH:20][CH:19]=[CH:18][CH:17]=2)[CH:10]=1)([CH3:8])[C:4]([O:6][CH3:7])=[O:5]>C(O)C.[Ni]>[CH3:23][O:22][C:15]([C:11]1[CH:10]=[C:9]([CH:3]([CH3:8])[C:4]([O:6][CH3:7])=[O:5])[CH:14]=[CH:13][CH:12]=1)([O:24][CH3:25])[C:16]1[CH:17]=[CH:18][CH:19]=[CH:20][CH:21]=1. Procedure: Methyl α-methylthio-α-[m-(α,α-dimethoxybenzyl)phenyl]-propionate (211 mg) was dissolved in 1 ml of ethanol, and 5 ml of an ethanol suspension of 2 cc of Raney nickel (W-II) was added. The mixture was stirred at room temperature for 1 hour. The insoluble matter was separated by filtration, and washed with 40 ml of ethanol. The filtrate and the washing are combined and concentrated under reduced pressure, and 30 ml of methylene chloride was added to the residue. The insoluble matter was separated ... Reactants: Cc1ccc2c(C(=O)C3C(C)(C)C3(C)C)c[nH]c2c1, CS(=O)(=O)OCC1CCOCC1, [H-], [Na+], CN(C)C=O. Yields the product Cc1ccc2c(C(=O)C3C(C)(C)C3(C)C)cn(CC3CCOCC3)c2c1. RXN SMILES: [CH3:1][c:2]1[cH:3][cH:4][c:5]2[c:6]([C:11](=[O:12])[CH:13]3[C:14]([CH3:18])([CH3:19])[C:15]3([CH3:16])[CH3:17])[cH:7][nH:8][c:9]2[cH:10]1.[CH3:20][S:21]([O:22][CH2:25][CH:26]1[CH2:27][CH2:28][O:29][CH2:30][CH2:31]1)(=[O:23])=[O:24].[H-:33].[Na+:32].[O:34]=[CH:35][N:36]([CH3:37])[CH3:38]>>[CH3:1][c:2]1[cH:3][cH:4][c:5]2[c:6]([C:11](=[O:12])[CH:13]3[C:14]([CH3:18])([CH3:19])[C:15]3([CH3:16])[CH3:17])[cH:7][n:8]([CH2:25][CH:26]3[CH2:27][CH2:28][O:29][CH2:30][CH2:31]3)[c:9]2[cH:10]1. Procedure details: First, 1.73 g (2.25 mmol) of 2-hydroxyimino-3-[2-(2,3,4,6-tetra-O-benzyl-α-D-mannopyranosyl)indole-3-yl]propionic acid ethyl ester [compound (IX) wherein R1 to R4 are benzyl and R6 is ethyl] was dissolved in tetrahydrofuran (225 ml)-water (25 ml). Then, aluminum amalgam prepared from 8.50 g (0.32 mmol) of aluminum was added to the mixture and stirred at 55° C. for about 0.5 hour. Then, the reacted solution was filtrated on Celite which was then washed with 10% ethanol-dichloromethane. The filtra... The yield is 90.7%. RXN SMILES: [CH2:1]([O:3][C:4](=[O:57])[C:5](=[N:55]O)[CH2:6][C:7]1[C:15]2[C:10](=[CH:11][CH:12]=[CH:13][CH:14]=2)[NH:9][C:8]=1[C@H:16]1[O:45][C@H:44]([CH2:46][O:47][CH2:48][C:49]2[CH:54]=[CH:53][CH:52]=[CH:51][CH:50]=2)[C@@H:35]([O:36][CH2:37][C:38]2[CH:43]=[CH:42][CH:41]=[CH:40][CH:39]=2)[C@H:26]([O:27][CH2:28][C:29]2[CH:34]=[CH:33][CH:32]=[CH:31][CH:30]=2)[C@@H:17]1[O:18][CH2:19][C:20]1[CH:25]=[CH:24][CH:23]=[CH:22][CH:21]=1)[CH3:2].[Al]>O1CCCC1.O>[CH2:1]([O:3][C:4](=[O:57])[CH:5]([NH2:55])[CH2:6][C:7]1[C:15]2[C:10](=[CH:11][CH:12]=[CH:13][CH:14]=2)[NH:9][C:8]=1[C@H:16]1[O:45][C@H:44]([CH2:46][O:47][CH2:48][C:49]2[CH:50]=[CH:51][CH:52]=[CH:53][CH:54]=2)[C@@H:35]([O:36][CH2:37][C:38]2[CH:39]=[CH:40][CH:41]=[CH:42][CH:43]=2)[C@H:26]([O:27][CH2:28][C:29]2[CH:34]=[CH:33][CH:32]=[CH:31][CH:30]=2)[C@@H:17]1[O:18][CH2:19][C:20]1[CH:21]=[CH:22][CH:23]=[CH:24][CH:25]=1)[CH3:2]. Solvent: O1CCCC1 (tetrahydrofuran), O (water). Reactants: C(C)OC(C(CC1=C(NC2=CC=CC=C12)[C@@H]1[C@@H](OCC2=CC=CC=C2)[C@@H](OCC2=CC=CC=C2)[C@H](OCC2=CC=CC=C2)[C@H](O1)COCC1=CC=CC=C1)=NO)=O (2-hydroxyimino-3-[2-(2,3,4,6-tetra-O-benzyl-α-D-mannopyranosyl)indole-3-yl]propionic acid ethyl ester), compound ( x ), compound ( IX ), aluminum amalgam, [Al] (aluminum). Reaction conditions: temperature 55 celsius, time 0.5 hour. Yields the product C(C)OC(C(CC1=C(NC2=CC=CC=C12)[C@@H]1[C@@H](OCC2=CC=CC=C2)[C@@H](OCC2=CC=CC=C2)[C@H](OCC2=CC=CC=C2)[C@H](O1)COCC1=CC=CC=C1)N)=O (2-amino-3-[2-(2,3,4,6-tetra-O-benzyl-α-D-mannopyranosyl)indole-3-yl]propionic acid ethyl ester). Reactants: CC=1CS([C@H]2N(C1C(=O)O)C(C2NC(CC2=CC=CC=C2)=O)=O)=O (3-methyl-7-phenylacetamido-3-cephem-4-carboxylic acid-1-oxide), C[Si](N1C(C2C(C1=O)CCCC2)=O)(C)C (N-trimethylsilylhexahydrophthalimide), BrN1C(CCC1=O)=O (N-bromosuccinimide), C[Si](N1C(C2C(C1=O)CCCC2)=O)(C)C (N-trimethylsilylhexahydrophthalimide). Run in ClCCl (dichloromethane), ClCCl (dichloromethane). Conditions: time 1 hour. Yields the product BrCC=1CS([C@H]2N(C1C(=O)O[Si](C)(C)C)C(C2NC(CC2=CC=CC=C2)=O)=O)=O (trimethylsilyl 3-bromomethyl-7-phenylacetamido-3-cephem-4-carboxylate-1-oxide). Isolated yield 45.0%. RXN SMILES: [CH3:1][C:2]1[CH2:3][S:4](=[O:24])[C@@H:5]2[CH:12]([NH:13][C:14](=[O:22])[CH2:15][C:16]3[CH:21]=[CH:20][CH:19]=[CH:18][CH:17]=3)[C:11](=[O:23])[N:6]2[C:7]=1[C:8]([OH:10])=[O:9].[CH3:25][Si:26]([CH3:39])([CH3:38])N1C(=O)C2CCCCC2C1=O.[Br:40]N1C(=O)CCC1=O>ClCCl>[Br:40][CH2:1][C:2]1[CH2:3][S:4](=[O:24])[C@@H:5]2[CH:12]([NH:13][C:14](=[O:22])[CH2:15][C:16]3[CH:17]=[CH:18][CH:19]=[CH:20][CH:21]=3)[C:11](=[O:23])[N:6]2[C:7]=1[C:8]([O:10][Si:26]([CH3:39])([CH3:38])[CH3:25])=[O:9]. Procedure details: To a refluxing suspension of 347 mg (1.00 mmole) of 3-methyl-7-phenylacetamido-3-cephem-4-carboxylic acid-1-oxide in 25 ml of dichloromethane, 340 mg of N-trimethylsilylhexahydrophthalimide (1.5 mmoles) were added and after refluxing for 50 minutes, a second portion of 340 mg of N-trimethylsilylhexahydrophthalimide (1.5 mmoles) was added thereto. The clear solution that was obtained after refluxing for ten minutes was diluted with dichloromethane to approximately 40 ml, was cooled in an ice-bath...